Dataset: the Open Reaction Database (ORD), a public repository of structured organic reaction records. Task: describe an organic reaction: reactants, conditions, products, and yield Starting materials: Cl, COc1ccn(Cc2cccc(F)c2)c(=O)c1C#N, [H-], [Na+], CN(C)C=O. The product is N#Cc1c(O)ccn(Cc2cccc(F)c2)c1=O. Reaction SMILES: [ClH:22].[F:3][c:4]1[cH:5][c:6]([CH2:7][n:8]2[c:9](=[O:18])[c:10]([C:16]#[N:17])[c:11]([O:14][CH3:15])[cH:12][cH:13]2)[cH:19][cH:20][cH:21]1.[H-:1].[Na+:2].[O:23]=[CH:24][N:25]([CH3:26])[CH3:27]>>[F:3][c:4]1[cH:5][c:6]([CH2:7][n:8]2[c:9](=[O:18])[c:10]([C:16]#[N:17])[c:11]([OH:14])[cH:12][cH:13]2)[cH:19][cH:20][cH:21]1. Reactants: ClC=1C2=C(N=CN1)C(=C(N2)C)C(=O)OCC (ethyl 4-chloro-6-methyl-5H-pyrrolo[3,2-d]pyrimidine-7-carboxylate), C1(CC1)COC1=C(C=C(C=C1)C(F)F)B1OC(C(O1)(C)C)(C)C (2-[2-(cyclopropylmethoxy)-5-(difluoromethyl)phenyl]-4,4,5,5-tetramethyl-1,3,2-dioxaborolane). Yields the product C1(CC1)COC1=C(C=C(C=C1)C(F)F)C=1C2=C(N=CN1)C(=C(N2)C)C(=O)OCC (Ethyl 4-[2-(cyclopropylmethoxy)-5-(difluoromethyl)phenyl]-6-methyl-5H-pyrrolo[3,2-d]pyrimidine-7-carboxylate). Reaction SMILES: Cl[C:2]1[C:3]2[NH:10][C:9]([CH3:11])=[C:8]([C:12]([O:14][CH2:15][CH3:16])=[O:13])[C:4]=2[N:5]=[CH:6][N:7]=1.[CH:17]1([CH2:20][O:21][C:22]2[CH:27]=[CH:26][C:25]([CH:28]([F:30])[F:29])=[CH:24][C:23]=2B2OC(C)(C)C(C)(C)O2)[CH2:19][CH2:18]1>>[CH:17]1([CH2:20][O:21][C:22]2[CH:23]=[CH:24][C:25]([CH:28]([F:29])[F:30])=[CH:26][C:27]=2[C:2]2[C:3]3[NH:10][C:9]([CH3:11])=[C:8]([C:12]([O:14][CH2:15][CH3:16])=[O:13])[C:4]=3[N:5]=[CH:6][N:7]=2)[CH2:18][CH2:19]1. Procedure details: Starting from ethyl 4-chloro-6-methyl-5H-pyrrolo[3,2-d]pyrimidine-7-carboxylate (example A4) and 2-[2-(cyclopropylmethoxy)-5-(difluoromethyl)phenyl]-4,4,5,5-tetramethyl-1,3,2-dioxaborolane (example B.c16) the title compound is obtained as off-white solid.